From a dataset of the Open Reaction Database (ORD), a public repository of structured organic reaction records. describe an organic reaction: reactants, conditions, products, and yield Starting materials: CC(C)(C)ON=O, CC#N, Cl[Cu]Cl, Cl, Nc1cc(Cl)c(-n2cnc(C(F)(F)F)cc2=O)c(Cl)c1. The product is O=c1cc(C(F)(F)F)ncn1-c1c(Cl)cc(Cl)cc1Cl. RXN SMILES: [C:21]([O:22][N:23]=[O:24])([CH3:25])([CH3:26])[CH3:27].[CH3:29][C:30]#[N:31].[Cl:32][Cu:33][Cl:34].[ClH:28].[NH2:1][c:2]1[cH:3][c:4]([Cl:20])[c:5](-[n:9]2[cH:10][n:11][c:12]([C:16]([F:17])([F:18])[F:19])[cH:13][c:14]2=[O:15])[c:6]([Cl:8])[cH:7]1>>[c:2]1([Cl:28])[cH:3][c:4]([Cl:20])[c:5](-[n:9]2[cH:10][n:11][c:12]([C:16]([F:17])([F:18])[F:19])[cH:13][c:14]2=[O:15])[c:6]([Cl:8])[cH:7]1. The reactants are BrCC1=CC(=CC=C1)F (1-Bromomethyl-3-fluoro-benzene), N1C=C(C2=CC=CC=C12)C(=O)OC (methyl indole 3-carboxylate), NC=1SC=CN1 (2-aminothiazole), N1C=CC2=CC=CC=C12 (Indole). The product is S1C(=NC=C1)NC(=O)C1=CN(C2=CC=CC=C12)CC1=CC(=CC=C1)F (1-(3-Fluoro-benzyl)-1H-indole-3-carboxylic acid thiazol-2-ylamide). Reaction SMILES: Br[CH2:2][C:3]1[CH:8]=[CH:7][CH:6]=[C:5]([F:9])[CH:4]=1.[NH2:10][C:11]1[S:12][CH:13]=[CH:14][N:15]=1.N1C2C(=CC=CC=2)C=C1.[NH:25]1[C:33]2[C:28](=[CH:29][CH:30]=[CH:31][CH:32]=2)[C:27]([C:34](OC)=[O:35])=[CH:26]1>>[S:12]1[CH:13]=[CH:14][N:15]=[C:11]1[NH:10][C:34]([C:27]1[C:28]2[C:33](=[CH:32][CH:31]=[CH:30][CH:29]=2)[N:25]([CH2:2][C:3]2[CH:8]=[CH:7][CH:6]=[C:5]([F:9])[CH:4]=2)[CH:26]=1)=[O:35]. Reported procedure: R5X=1-Bromomethyl-3-fluoro-benzene; NH2A=2-aminothiazole; Indole starting material=methyl indole 3-carboxylate Product: Cc1cc2c(c(C)c1Cc1ccc(C(=O)O)o1)C(C)(C)CCO2. Starting materials: COC(=O)c1ccc(Cc2c(C)cc3c(c2C)C(C)(C)CCO3)o1, CO, Cl, O. RXN SMILES: [CH3:1][C:2]1([CH3:24])[CH2:3][CH2:4][O:5][c:6]2[cH:7][c:8]([CH3:23])[c:9]([CH2:13][c:14]3[cH:15][cH:16][c:17]([C:19](=[O:20])[O:21][CH3:22])[o:18]3)[c:10]([CH3:12])[c:11]21.[CH3:25][OH:26].[ClH:27].[OH2:28]>>[CH3:1][C:2]1([CH3:24])[CH2:3][CH2:4][O:5][c:6]2[cH:7][c:8]([CH3:23])[c:9]([CH2:13][c:14]3[cH:15][cH:16][c:17]([C:19](=[O:20])[OH:21])[o:18]3)[c:10]([CH3:12])[c:11]21. Reactants: CN(C(C1=C(C=C(C=C1)[N+](=O)[O-])S(=O)(=O)N)=O)C (N,N-Dimethyl 2-aminosulfonyl-4-nitrobenzamide), C(=O)O (formic acid). The reagents and catalysts are [O-][Mo](=O)(=O)[O-].[Na+].[Na+] (sodium molybdate), [Pd] (Pd/C). Reaction conditions: temperature 20 celsius, time 7 hour. The product is CN(C(C1=C(C=C(C=C1)NC=O)S(=O)(=O)N)=O)C (N,N-Dimethyl 2-aminosulfonyl-4-formamidobenzamide). Reaction SMILES: [CH3:1][N:2]([CH3:18])[C:3](=[O:17])[C:4]1[CH:9]=[CH:8][C:7]([N+:10]([O-])=O)=[CH:6][C:5]=1[S:13]([NH2:16])(=[O:15])=[O:14].[CH:19](O)=[O:20]>[O-][Mo]([O-])(=O)=O.[Na+].[Na+].[Pd]>[CH3:1][N:2]([CH3:18])[C:3](=[O:17])[C:4]1[CH:9]=[CH:8][C:7]([NH:10][CH:19]=[O:20])=[CH:6][C:5]=1[S:13]([NH2:16])(=[O:15])=[O:14] |f:2.3.4|. Procedure: A suspension of 40 g N,N-Dimethyl 2-aminosulfonyl-4-nitrobenzamide (VIII), sodium molybdate (0.08 g) and Pd/C (3 g, 5%, 50% water) in formic acid (200 ml) was hydrogenated at 50° C. and 40 bar for 7 hours. The catalyst was then filtered and washed with formic acid (20 ml). The filtrate was concentrated in vacuo and ethyl acetate (200 ml) added. After stirring for 2 hours at 20° C. the product was filtered, the filtrate concentrated and re-filtered. The combined solids were washed with ethyl acet... The reactants are BrCC(=O)C1=CC(=CC(=C1)C(F)(F)F)Cl (2-bromo-1-(3-chloro-5-(trifluoromethyl)phenyl)ethanone), COC(CCC(=O)[O-])=O.[Na+] (sodium 4-methoxy-4-oxobutanoate). The solvent is CC(=O)C (acetone). The product is C(CCC(=O)OC)(=O)OCC(=O)C1=CC(=CC(=C1)C(F)(F)F)Cl (2-(3-chloro-5-(trifluoromethyl)phenyl)-2-oxoethyl methyl succinate). The yield is 91.3%. RXN SMILES: Br[CH2:2][C:3]([C:5]1[CH:10]=[C:9]([C:11]([F:14])([F:13])[F:12])[CH:8]=[C:7]([Cl:15])[CH:6]=1)=[O:4].[CH3:16][O:17][C:18](=[O:24])[CH2:19][CH2:20][C:21]([O-:23])=[O:22].[Na+]>CC(C)=O>[C:21]([O:23][CH2:2][C:3]([C:5]1[CH:10]=[C:9]([C:11]([F:14])([F:13])[F:12])[CH:8]=[C:7]([Cl:15])[CH:6]=1)=[O:4])(=[O:22])[CH2:20][CH2:19][C:18]([O:17][CH3:16])=[O:24] |f:1.2|. Procedure details: A stirred suspension of 2-bromo-1-(3-chloro-5-(trifluoromethyl)phenyl)ethanone (Reference Example 34, 1.05 g, 3.48 mmol) and sodium 4-methoxy-4-oxobutanoate (0.805 g, 5.22 mmol) in acetone (50.0 mL) was heated at reflux overnight. After that time the reaction mixture was cooled to room temperature and adsorbed onto silica gel (4.30 g). The residue was purified by flash column chromatography (silica gel, hexanes/ethyl acetate 4:1) to provide 2-(3-chloro-5-(trifluoromethyl)phenyl)-2-oxoethyl methy... Reactants: C(C1=CC=CC=C1)N1CCC2(CC(C=3N(N=CC3O2)C(C)C)=O)CC1 (1-Benzyl-1′-isopropyl-1′H-spiro[piperidine-4,5′-pyrano[3,2-c]pyrazol]-7′(6′H)-one), ClC(=O)OC(C)Cl (1-chloroethyl chloroformate). Solvent: ClCCCl (1,2-dichloroethane). Run at time 1 hour. Product: C(C)(C)N1N=CC2=C1C(CC1(O2)CCNCC1)=O (1′-isopropyl-1′H-spiro[piperidine-4,5′-pyrano[3,2-c]pyrazol]-7′(6′H)-one). Yield: 83.9%. RXN SMILES: C([N:8]1[CH2:25][CH2:24][C:11]2([O:19][C:18]3[CH:17]=[N:16][N:15]([CH:20]([CH3:22])[CH3:21])[C:14]=3[C:13](=[O:23])[CH2:12]2)[CH2:10][CH2:9]1)C1C=CC=CC=1.ClC(OC(Cl)C)=O>ClCCCl>[CH:20]([N:15]1[C:14]2[C:13](=[O:23])[CH2:12][C:11]3([CH2:10][CH2:9][NH:8][CH2:25][CH2:24]3)[O:19][C:18]=2[CH:17]=[N:16]1)([CH3:22])[CH3:21]. Procedure details: 1-Benzyl-1′-isopropyl-1′H-spiro[piperidine-4,5′-pyrano[3,2-c]pyrazol]-7′(6′H)-one (81 mg, 0.22 mmol) was dissolved in 10 mL 1,2-dichloroethane. Added 1-chloroethyl chloroformate (60 mL, 0.54 mmol) was added and the mixture was stirred 1 h at reflux then cooled to room temperature. The volatiles were removed under reduced pressure and the residue taken up in 10 mL methanol and heated at reflux for 1 h. The mixture was cooled to ambient temperature and the volatiles were removed under reduced pres...